Dataset: the Open Reaction Database (ORD), a public repository of structured organic reaction records. Task: describe an organic reaction: reactants, conditions, products, and yield Reactants: C1(CCCCCC1)(CC(=O)OC)CC(=O)[O-] (monomethyl 1,1-cycloheptane-diacetate), ClC(=O)OCC (ethyl chloroformate), [N-]=[N+]=[N-].[Na+] (sodium azide). The solvent is CC(=O)C (acetone), O (water), CC(=O)C (acetone), C(C)N(CC)CC (triethylamine), CC(=O)C (acetone). Yields the product [N-]=[N+]=[N-].C1(CCCCCC1)(CC(=O)OC)CC(=O)[O-] (monomethyl 1,1-cycloheptane-diacetate azide). RXN SMILES: [C:1]1([CH2:13][C:14]([O-:16])=[O:15])([CH2:8][C:9]([O:11][CH3:12])=[O:10])[CH2:7][CH2:6][CH2:5][CH2:4][CH2:3][CH2:2]1.ClC(OCC)=O.[N-:23]=[N+:24]=[N-:25].[Na+]>O.CC(C)=O.C(N(CC)CC)C>[N-:23]=[N+:24]=[N-:25].[C:1]1([CH2:13][C:14]([O-:16])=[O:15])([CH2:8][C:9]([O:11][CH3:12])=[O:10])[CH2:7][CH2:6][CH2:5][CH2:4][CH2:3][CH2:2]1 |f:2.3,7.8|. Procedure: 15.9 g. monomethyl 1,1-cycloheptane-diacetate are dissolved in 100 ml. anhydrous acetone and, in a manner analogous to that described in Example 1, first mixed with 8.1 g. triethylamine in 30 ml. acetone, thereafter with 9.8 g. ethyl chloroformate in 30 ml. anhydrous acetone and finally with 6.5 g. sodium azide in 20 ml. water. After the reaction has taken place, the reaction mixture is extracted as in Example 1 and the solution obtained of monomethyl 1,1-cycloheptane-diacetate azide is rearrang... Starting materials: C(C1=CC=CO1)=O (Furfural), S(=O)(=O)([O-])[O-].[Mg+2] (Magnesium sulfate), NC1=CC=CC=C1 (aniline). The solvent is ClCCl (dichloromethane). Reaction conditions: time 15 hour. The product is O1C(=CC=C1)\C=N\C1=CC=CC=C1 ((E)-N-(Furan-2-ylmethylene)aniline). Yield: 86.0%. As a reaction SMILES: [CH:1](=O)[C:2]1[O:6][CH:5]=[CH:4][CH:3]=1.S([O-])([O-])(=O)=O.[Mg+2].[NH2:14][C:15]1[CH:20]=[CH:19][CH:18]=[CH:17][CH:16]=1>ClCCl>[O:6]1[CH:5]=[CH:4][CH:3]=[C:2]1/[CH:1]=[N:14]/[C:15]1[CH:20]=[CH:19][CH:18]=[CH:17][CH:16]=1 |f:1.2|. Procedure details: Furfural (A, 580.0 mg, 6.04 mmol) was placed in a round-bottom flask and dissolved in 7.50 mL dichloromethane. Magnesium sulfate (750 mg, 6.23 mmol, 1.03 equiv) was added to it followed by aniline (B, 660 uL, d 1.02 g/mL, 1.23 mmol, 1.20 equiv) and the reaction mixture was stirred at room temperature for 15 hrs. Upon completion, the drying reagent was filtered off and the residual solvent was removed on the rotary evaporator. The product imine C (883.0 mg, 86% yield) was recovered as volatile re...